Dataset: the Open Reaction Database (ORD), a public repository of structured organic reaction records. Task: describe an organic reaction: reactants, conditions, products, and yield Starting materials: C(C)OCC (ethyl ether), [H-].[Na+] (sodium hydride), BrCC=1C=C(C=CC1)C1=CSC=C1 (3-(3-bromomethylphenyl)thiophene), C(C#CCO)O (2-butyn-1,4-diol). Solvent: O (water), CN(C=O)C (dimethylformamide), CN(C=O)C (dimethylformamide), CN(C=O)C (dimethylformamide). Yields the product S1C=C(C=C1)C=1C=C(COCC#CCO)C=CC1 (4-[3-(3-thienyl)benzyloxy]-2-butyn-1-ol). The yield is 79.7%. RXN SMILES: [H-].[Na+].[CH2:3]([OH:8])[C:4]#[C:5][CH2:6][OH:7].Br[CH2:10][C:11]1[CH:12]=[C:13]([C:17]2[CH:21]=[CH:20][S:19][CH:18]=2)[CH:14]=[CH:15][CH:16]=1.C(OCC)C>CN(C)C=O.O>[S:19]1[CH:20]=[CH:21][C:17]([C:13]2[CH:12]=[C:11]([CH:16]=[CH:15][CH:14]=2)[CH2:10][O:7][CH2:6][C:5]#[C:4][CH2:3][OH:8])=[CH:18]1 |f:0.1|. Procedure: Under a nitrogen atmosphere, 0.47 g of 60% oily sodium hydride was suspended in 10 ml of dimethylformamide, and a dimethylformamide solution (10 ml) of 1.0 g of 2-butyn-1,4-diol was added dropwise with stirring and ice cooling. After the mixture was stirred for 10 minutes, a dimethylformamide solution (5 ml) of 0.59 g of 3-(3-bromomethylphenyl)thiophene was added. The mixture was stirred at room temperature for 1 hour and then ethyl ether and water were added. The organic layer separated was wor...